This data is from the Open Reaction Database (ORD), a public repository of structured organic reaction records. The task is: describe an organic reaction: reactants, conditions, products, and yield RXN SMILES: C1(P(C2C=CC=CC=2)C2C=CC=CC=2)C=CC=CC=1.[C:20]([O:24][C:25]([N:27]1[CH2:32][CH2:31][CH:30]([OH:33])[CH2:29][CH2:28]1)=[O:26])([CH3:23])([CH3:22])[CH3:21].[Cl:34][C:35]1[CH:40]=[CH:39][C:38]([CH3:41])=[CH:37][C:36]=1O.N(C(OCC)=O)=NC(OCC)=O>O1CCCC1>[C:20]([O:24][C:25]([N:27]1[CH2:32][CH2:31][CH:30]([O:33][C:36]2[CH:37]=[C:38]([CH3:41])[CH:39]=[CH:40][C:35]=2[Cl:34])[CH2:29][CH2:28]1)=[O:26])([CH3:23])([CH3:21])[CH3:22]. Product: C(C)(C)(C)OC(=O)N1CCC(CC1)OC1=C(C=CC(=C1)C)Cl (N-tert-butoxycarbonyl-4-(2-Chloro-5-Methylphenoxy)piperidine). Yield: 50.1%. The solvent is O1CCCC1 (tetrahydrofuran). Conditions: time 18 hour. Starting materials: C1(=CC=CC=C1)P(C1=CC=CC=C1)C1=CC=CC=C1 (Triphenylphosphine), C(C)(C)(C)OC(=O)N1CCC(CC1)O (N-tert-butoxycarbonyl-4-hydroxypiperidine), ClC1=C(C=C(C=C1)C)O (2-chloro-5-methylphenol), N(=NC(=O)OCC)C(=O)OCC (diethyl azodicarboxylate). Procedure: Triphenylphosphine (786 mg) was added to a solution of N-tert-butoxycarbonyl-4-hydroxypiperidine (603 mg), 2-chloro-5-methylphenol (428 mg) and diethyl azodicarboxylate (522 mg) in tetrahydrofuran (10 mL) at room temperature. After stirring at room temperature for 18 hr, the reaction mixture was evaporated in vacuo. The residue was purified by silica gel column chromatography (ethyl acetate:hexane=1:6, v/v) to give the titled compound (489 mg) as a colorless oil: 1H NMR (400 MHz, CDCl3) δ 1.46 (... Reactants: C(C)(C)(C)OC(CN(C(CN(CC(=O)OC(C)(C)C)CCN(CC(OC(C)(C)C)=O)CC(=O)OC(C)(C)C)CC1=CC=C(C=C1)[N+](=O)[O-])CC(OC(C)(C)C)=O)=O (tert-butyl 2-[(2-{bis[2-(tert-butoxy)-2-oxoethyl]amino}-3-(4-nitrophenyl)propyl)(2-{bis[2-(tert-butoxy)-2-oxoethyl]amino}ethyl)amino]acetate), Cl (HCl), CCOCC (Ether). Yields the product C(=O)(O)CN(C(CN(CC(=O)O)CCN(CC(=O)O)CC(=O)O)CC1=CC=C(C=C1)[N+](=O)[O-])CC(=O)O (2-({2-[bis(carboxymethyl)amino]-3-(4-nitrophenyl)propyl}({2-[bis(carboxymethyl)amino]ethyl})amino)acetic acid). Conditions: time 40 hour. Isolated yield 122.5%. Procedure: To a flask containing compound 4a (50 mg, 0.0618 mmol) at 0-5° C. was added dropwise 4M HCl (g) in 1,4-dioxane (3 mL) over 10 min. The resulting mixture was gradually warmed to room temperature and continuously stirred for 40 h. Ether (20 mL) was added to the reaction mixture which was then stirred for 10 min. The resulting precipitate was filtered and washed with ether. The solid product was quickly dissolved in deionized water. The aqueous solution was concentrated in vacuo to provide 5a (40 m... Solvent: O1CCOCC1 (1,4-dioxane). Reaction SMILES: C([O:5][C:6](=[O:57])[CH2:7][N:8]([CH2:49][C:50](=[O:56])[O:51]C(C)(C)C)[CH:9]([CH2:39][C:40]1[CH:45]=[CH:44][C:43]([N+:46]([O-:48])=[O:47])=[CH:42][CH:41]=1)[CH2:10][N:11]([CH2:20][CH2:21][N:22]([CH2:31][C:32]([O:34]C(C)(C)C)=[O:33])[CH2:23][C:24](=[O:30])[O:25]C(C)(C)C)[CH2:12][C:13]([O:15]C(C)(C)C)=[O:14])(C)(C)C.Cl.CCOCC>O1CCOCC1>[C:6]([CH2:7][N:8]([CH2:49][C:50]([OH:56])=[O:51])[CH:9]([CH2:39][C:40]1[CH:45]=[CH:44][C:43]([N+:46]([O-:48])=[O:47])=[CH:42][CH:41]=1)[CH2:10][N:11]([CH2:20][CH2:21][N:22]([CH2:23][C:24]([OH:30])=[O:25])[CH2:31][C:32]([OH:34])=[O:33])[CH2:12][C:13]([OH:15])=[O:14])([OH:57])=[O:5].